This data is from the Open Reaction Database (ORD), a public repository of structured organic reaction records. The task is: describe an organic reaction: reactants, conditions, products, and yield Starting materials: COC1=NC(=NC(=C1)OC)OC1=C(C(=O)O)C(=CC=C1)OC1=NC(=CC(=N1)OC)OC (2,6-bis[(4,6-dimethoxypyrimidin-2-yl)oxy]benzoic acid), N(CCO)(CCO)CCO (triethanolamine). Solvent: C1CCOC1 (THF). Reaction conditions: time 12 hour. Product: COC1=NC(=NC(=C1)OC)OC1=C(C(=O)[O-])C(=CC=C1)OC1=NC(=CC(=N1)OC)OC.OCC[NH+](CCO)CCO (tris(2-hydroxyethyl)ammonium 2,6-bis[(4,6-dimethoxypyrimidin-2-yl)oxy]benzoate). Reaction SMILES: [CH3:1][O:2][C:3]1[CH:8]=[C:7]([O:9][CH3:10])[N:6]=[C:5]([O:11][C:12]2[CH:20]=[CH:19][CH:18]=[C:17]([O:21][C:22]3[N:27]=[C:26]([O:28][CH3:29])[CH:25]=[C:24]([O:30][CH3:31])[N:23]=3)[C:13]=2[C:14]([OH:16])=[O:15])[N:4]=1.[N:32]([CH2:39][CH2:40][OH:41])([CH2:36][CH2:37][OH:38])[CH2:33][CH2:34][OH:35]>C1COCC1>[CH3:29][O:28][C:26]1[CH:25]=[C:24]([O:30][CH3:31])[N:23]=[C:22]([O:21][C:17]2[CH:18]=[CH:19][CH:20]=[C:12]([O:11][C:5]3[N:4]=[C:3]([O:2][CH3:1])[CH:8]=[C:7]([O:9][CH3:10])[N:6]=3)[C:13]=2[C:14]([O-:16])=[O:15])[N:27]=1.[OH:35][CH2:34][CH2:33][NH+:32]([CH2:39][CH2:40][OH:41])[CH2:36][CH2:37][OH:38] |f:3.4|. Procedure: 2,6-bis[(4,6-dimethoxypyrimidin-2-yl)oxy]benzoic acid (2.0 g) and triethanolamine (0.7 g) were dissolved in 30 ml of THF, and the solution was stirred at room temperature for 12 hours. Starting materials: Cc1cc(C(=O)Cl)n(C)n1, Nc1cccc(Oc2ccc(N)nc2)c1, C1CCOC1, O, c1ccncc1. The product is Cc1cc(C(=O)Nc2cccc(Oc3ccc(N)nc3)c2)n(C)n1. RXN SMILES: [CH3:22][n:23]1[n:24][c:25]([CH3:31])[cH:26][c:27]1[C:28](=[O:29])[Cl:30].[NH2:1][c:2]1[cH:3][c:4]([O:5][c:6]2[cH:7][cH:8][c:9]([NH2:12])[n:10][cH:11]2)[cH:13][cH:14][cH:15]1.[O:32]1[CH2:33][CH2:34][CH2:35][CH2:36]1.[OH2:37].[cH:16]1[cH:17][cH:18][n:19][cH:20][cH:21]1>>[NH:1]([c:2]1[cH:3][c:4]([O:5][c:6]2[cH:7][cH:8][c:9]([NH2:12])[n:10][cH:11]2)[cH:13][cH:14][cH:15]1)[C:28]([c:27]1[n:23]([CH3:22])[n:24][c:25]([CH3:31])[cH:26]1)=[O:29].